This data is from the Open Reaction Database (ORD), a public repository of structured organic reaction records. The task is: describe an organic reaction: reactants, conditions, products, and yield The reactants are O.O.O.[F-].C(CCC)[N+](CCCC)(CCCC)CCCC (tetra-n-butylammonium fluoride trihydrate), COC1=CC=C(CN(C([C@H](CO)Br)=O)CS(=O)(=O)C(C)(C)C)C=C1 (N-p-methoxybenzyl-N-tert.-butylsulphonylmethyl-2-(S)-bromo-3-hydroxypropionic acid amide). The solvent is O1CCCC1 (tetrahydrofuran), O1CCCC1 (tetrahydrofuran). Reaction conditions: time 2 hour. Product: [F-].C(CCC)[N+](CCCC)(CCCC)CCCC (tetra-n-butylammonium fluoride), crude product. RXN SMILES: O.O.O.[F-:4].[CH2:5]([N+:9]([CH2:18][CH2:19][CH2:20][CH3:21])([CH2:14][CH2:15][CH2:16][CH3:17])[CH2:10][CH2:11][CH2:12][CH3:13])[CH2:6][CH2:7][CH3:8].COC1C=CC(CN(CS(C(C)(C)C)(=O)=O)C(=O)[C@@H](Br)CO)=CC=1>O1CCCC1>[F-:4].[CH2:18]([N+:9]([CH2:5][CH2:6][CH2:7][CH3:8])([CH2:10][CH2:11][CH2:12][CH3:13])[CH2:14][CH2:15][CH2:16][CH3:17])[CH2:19][CH2:20][CH3:21] |f:0.1.2.3.4,7.8|. Reported procedure: A solution of dehydrated tetra-n-butylammonium fluoride in tetrahydrofuran, which is prepared from tetra-n-butylammonium fluoride trihydrate by drying at 55°-60°/0.1 mm and dissolving in 40 ml of tetrahydrofuran, is added dropwise at 0° to a solution of 1.426 g (3.38 mmol) of N-p-methoxybenzyl-N-tert.-butylsulphonylmethyl-2-(S)-bromo-3-hydroxypropionic acid amide in 6 ml of tetrahydrofuran. Activated molecular sieve (4 Å) is added to the reaction mixture and the whole is stirred for 2 hours at 0... The reactants are C=C1N=C(SC1=C)N (4,5-dimethlyl-thiazol-2-ylamine), BrCCO (2-bromoethanol). The product is Br.N=C1SC(=C(N1CCO)C)C (2-(2-Imino-4,5-dimethyl-thiazol-3-yl)-ethanol hydrobromide). The yield is 46.6%. As a reaction SMILES: [CH2:1]=[C:2]1[C:6](=[CH2:7])[S:5][C:4]([NH2:8])=[N:3]1.[Br:9][CH2:10][CH2:11][OH:12]>>[BrH:9].[NH:8]=[C:4]1[N:3]([CH2:10][CH2:11][OH:12])[C:2]([CH3:1])=[C:6]([CH3:7])[S:5]1 |f:2.3|. Procedure details: A mixture of 4,5-dimethlyl-thiazol-2-ylamine (1.0 g, 7.8 mmol) and 2-bromoethanol (0.68 mL, 9.4 mmol) were processed as described in Example 8A to provide 0.92 g (47%) of the title compound 1H NMR (DMSO-d6, 300 MHz) δ ppm 2.19 (s, 6 H), 3.61-3.68 (m, 2 H), 4.03 (t, J=4.9 Hz, 2 H), 5.14 (brs, 1H) 9.27 (s, 1 H); MS (DCI/NH3) m/z 173 (M+H)+. Starting materials: ClC1=CC(=NC2=CC=CC=C12)C1=CC2=CC=CC=C2C=C1 (4-chloro-2-naphthalen-2-yl-quinoline), NCC(CN)O (1,3-diamino-2-propanol). Reaction SMILES: [Cl:1][C:2]1[C:11]2[C:6](=[CH:7][CH:8]=[CH:9][CH:10]=2)[N:5]=[C:4]([C:12]2[CH:21]=[CH:20][C:19]3[C:14](=[CH:15][CH:16]=[CH:17][CH:18]=3)[CH:13]=2)[CH:3]=1.[NH2:22][CH2:23][CH:24]([OH:27])[CH2:25][NH2:26]>>[ClH:1].[NH2:22][CH2:23][CH:24]([OH:27])[CH2:25][NH:26][C:2]1[C:11]2[C:6](=[CH:7][CH:8]=[CH:9][CH:10]=2)[N:5]=[C:4]([C:12]2[CH:21]=[CH:20][C:19]3[C:14](=[CH:15][CH:16]=[CH:17][CH:18]=3)[CH:13]=2)[CH:3]=1 |f:2.3|. Procedure: The title compound, m.p. 288-291° C., MS: m/e=343 (M+), was prepared 4-chloro-2-naphthalen-2-yl-quinoline and 1,3-diamino-2-propanol. Product: Cl.NCC(CNC1=CC(=NC2=CC=CC=C12)C1=CC2=CC=CC=C2C=C1)O ((RS)-1-Amino-3-(2-naphthalen-2-yl-quinolin-4-ylamino)-propan-2-ol hydrochloride).